Dataset: the Open Reaction Database (ORD), a public repository of structured organic reaction records. Task: describe an organic reaction: reactants, conditions, products, and yield Starting materials: CCO, CCOC(C)=O, Cc1[nH]c(C(=O)NC2CCN(n3ccc(C=O)c3)CC2)c(Cl)c1Cl, NO. Product: Cc1[nH]c(C(=O)NC2CCN(n3ccc(C=NO)c3)CC2)c(Cl)c1Cl. As a reaction SMILES: [CH3:27][CH2:28][OH:29].[CH3:30][CH2:31][O:32][C:33]([CH3:34])=[O:35].[Cl:1][c:2]1[c:3]([C:9](=[O:10])[NH:11][CH:12]2[CH2:13][CH2:14][N:15]([n:18]3[cH:19][c:20]([CH:23]=[O:24])[cH:21][cH:22]3)[CH2:16][CH2:17]2)[nH:4][c:5]([CH3:8])[c:6]1[Cl:7].[NH2:25][OH:26]>>[Cl:1][c:2]1[c:3]([C:9](=[O:10])[NH:11][CH:12]2[CH2:13][CH2:14][N:15]([n:18]3[cH:19][c:20]([CH:23]=[N:25][OH:26])[cH:21][cH:22]3)[CH2:16][CH2:17]2)[nH:4][c:5]([CH3:8])[c:6]1[Cl:7]. Reactants: C1(=CC=C(C=C1)N1N=CC(=C1)OC1=CC=C(C=C1)N)C (4-(1-p-Tolyl-1H-pyrazol-4-yloxy)-phenylamine), ClC1=C(C=CC(=C1)Cl)S(=O)(=O)Cl (2,4 Dichloro-benzenesulfonyl chloride), N1=CC=CC=C1 (pyridine). The solvent is C(Cl)(Cl)Cl (chloroform). Run at temperature 27.5 celsius. Product: ClC1=C(C=CC(=C1)Cl)S(=O)(=O)NC1=CC=C(C=C1)OC=1C=NN(C1)C1=CC=C(C=C1)C (2,4-dichloro-N-[4-(1-p-tolyl-1H-pyrazol-4-yloxy)-phenyl]benzene sulfonamide). As a reaction SMILES: [C:1]1([CH3:20])[CH:6]=[CH:5][C:4]([N:7]2[CH:11]=[C:10]([O:12][C:13]3[CH:18]=[CH:17][C:16]([NH2:19])=[CH:15][CH:14]=3)[CH:9]=[N:8]2)=[CH:3][CH:2]=1.[Cl:21][C:22]1[CH:27]=[C:26]([Cl:28])[CH:25]=[CH:24][C:23]=1[S:29](Cl)(=[O:31])=[O:30].N1C=CC=CC=1>C(Cl)(Cl)Cl>[Cl:21][C:22]1[CH:27]=[C:26]([Cl:28])[CH:25]=[CH:24][C:23]=1[S:29]([NH:19][C:16]1[CH:17]=[CH:18][C:13]([O:12][C:10]2[CH:9]=[N:8][N:7]([C:4]3[CH:3]=[CH:2][C:1]([CH3:20])=[CH:6][CH:5]=3)[CH:11]=2)=[CH:14][CH:15]=1)(=[O:31])=[O:30]. Reported procedure: 4-(1-p-Tolyl-1H-pyrazol-4-yloxy)-phenylamine (100 mg, 0754 mmol), 2,4 Dichloro-benzenesulfonyl chloride (92 mg, 0.754 mmol) was taken in chloroform and 0.2 ml of pyridine was added and the reaction mixture was stirred at 20-35° C. for 3 and half an hours. Chloroform was removed under vacuum and the product was purified though column chromatography using petroleum ether and ethyl acetate.